This data is from the Open Reaction Database (ORD), a public repository of structured organic reaction records. The task is: describe an organic reaction: reactants, conditions, products, and yield Product: NS(=O)(=O)c1cc(CO)ccc1Cl. RXN SMILES: [CH2:1]1[O:2][CH2:3][CH2:4][CH2:5]1.[CH3:21][CH:22]([CH2:23][AlH:24][CH2:25][CH:26]([CH3:27])[CH3:28])[CH3:29].[CH3:35][CH2:36][O:37][C:38](=[O:39])[CH3:40].[Cl:6][c:7]1[c:8]([S:17]([NH2:18])(=[O:19])=[O:20])[cH:9][c:10]([C:11](=[O:12])[O:13][CH3:14])[cH:15][cH:16]1.[S:30](=[O:31])(=[O:32])([OH:33])[OH:34]>>[Cl:6][c:7]1[c:8]([S:17]([NH2:18])(=[O:19])=[O:20])[cH:9][c:10]([CH2:11][OH:12])[cH:15][cH:16]1. The reactants are C1CCOC1, CC(C)C[AlH]CC(C)C, CCOC(C)=O, COC(=O)c1ccc(Cl)c(S(N)(=O)=O)c1, O=S(=O)(O)O.